This data is from the Open Reaction Database (ORD), a public repository of structured organic reaction records. The task is: describe an organic reaction: reactants, conditions, products, and yield Starting materials: CS(=O)(=O)N1CCC2(CCN(C2=O)C2=CC=C(C=C2)OC(F)(F)F)CC1 (8-Methanesulfonyl-2-(4-trifluoromethoxy-phenyl)-2,8-diaza-spiro[4.5]decan-1-one). Run in CC(C)=O (propan-2-one). The product is OC(CS(=O)(=O)N1CCC2(CCN(C2=O)C2=CC=C(C=C2)OC(F)(F)F)CC1)(C)C (8-(2-Hydroxy-2-methyl-propane-1-sulfonyl)-2-(4-trifluoromethoxy-phenyl)-2,8-diaza-spiro[4.5]decan-1-one). Reaction SMILES: [CH3:1][S:2]([N:5]1[CH2:26][CH2:25][C:8]2([C:12](=[O:13])[N:11]([C:14]3[CH:19]=[CH:18][C:17]([O:20][C:21]([F:24])([F:23])[F:22])=[CH:16][CH:15]=3)[CH2:10][CH2:9]2)[CH2:7][CH2:6]1)(=[O:4])=[O:3]>CC(=O)C>[OH:20][C:17]([CH3:18])([CH3:16])[CH2:1][S:2]([N:5]1[CH2:6][CH2:7][C:8]2([C:12](=[O:13])[N:11]([C:14]3[CH:15]=[CH:16][C:17]([O:20][C:21]([F:23])([F:22])[F:24])=[CH:18][CH:19]=3)[CH2:10][CH2:9]2)[CH2:25][CH2:26]1)(=[O:4])=[O:3]. Procedure: The title compound was prepared in analogy to example 208 step B from 8-methanesulfonyl-2-(4-trifluoromethoxy-phenyl)-2,8-diaza-spiro[4.5]decan-1-one (described in example 208, step A) and propan-2-one. White solid. MS (ESI): 451.2 (MH+). Starting materials: C(#N)[BH3-].[Na+] (Sodium cyanoborohydride), C(#N)[BH3-].[Na+] (Sodium cyanoborohydride), IC1=CC=C(N)C=C1 (4-iodoaniline), C(CC)=O (propionaldehyde), aqueous hydrocyloric acid. Run in CO (methanol). Run at time 72 hour. Product: C(CC)NC1=CC=C(C=C1)I (N-propyl-4-iodoaniline). RXN SMILES: C([BH3-])#N.[Na+].[I:5][C:6]1[CH:12]=[CH:11][C:9]([NH2:10])=[CH:8][CH:7]=1.[CH:13](=O)[CH2:14][CH3:15]>CO>[CH2:13]([NH:10][C:9]1[CH:11]=[CH:12][C:6]([I:5])=[CH:7][CH:8]=1)[CH2:14][CH3:15] |f:0.1|. Reported procedure: Sodium cyanoborohydride (0.63 g) was added to a solution of 4-iodoaniline (2.2 g) and propionaldehyde (0.72 ml) in methanol (15 ml) whilst under an atmosphere of argon. The mixture was stirred at ambient temperature for 72 hours. Sodium cyanoborohydride (0.005 mole) was added and the reaction mixture was stirred for further 48 hours. The pH of the reaction mixture was adjusted to 1 using 2N aqueous hydrocyloric acid. The mixture was filtered and the filtrate was evaporated to yield N-propyl-4-io... Starting materials: CCOC(=O)C(C(=O)OCC)c1ncc(Br)cc1[N+](=O)[O-], O=C([O-])O, Cl, [Na+]. The product is Cc1ncc(Br)cc1[N+](=O)[O-]. Reaction SMILES: [Br:1][c:2]1[cH:3][c:4]([N+:19](=[O:20])[O-:21])[c:5]([CH:8]([C:9]([O:10][CH2:11][CH3:12])=[O:13])[C:14]([O:15][CH2:16][CH3:17])=[O:18])[n:6][cH:7]1.[C:22](=[O:23])([OH:24])[O-:25].[ClH:27].[Na+:26]>>[Br:1][c:2]1[cH:3][c:4]([N+:19](=[O:20])[O-:21])[c:5]([CH3:8])[n:6][cH:7]1. The reactants are O=C(n1ccnc1)n1ccnc1, COc1cc2nccc(Oc3ccc(NCc4ccccc4N)cc3)c2cc1OC, CN(C)C=O, C1CCOC1, O. The product is COc1cc2nccc(Oc3ccc(N4Cc5ccccc5NC4=O)cc3)c2cc1OC. Reaction SMILES: [C:31](=[O:32])([n:33]1[cH:34][cH:35][n:36][cH:37]1)[n:38]1[cH:39][cH:40][n:41][cH:42]1.[CH3:1][O:2][c:3]1[cH:4][c:5]2[c:6]([O:15][c:16]3[cH:17][cH:18][c:19]([NH:22][CH2:23][c:24]4[c:25]([NH2:30])[cH:26][cH:27][cH:28][cH:29]4)[cH:20][cH:21]3)[cH:7][cH:8][n:9][c:10]2[cH:11][c:12]1[O:13][CH3:14].[CH3:43][N:44]([CH3:45])[CH:46]=[O:47].[O:48]1[CH2:49][CH2:50][CH2:51][CH2:52]1.[OH2:53]>>[CH3:1][O:2][c:3]1[cH:4][c:5]2[c:6]([O:15][c:16]3[cH:17][cH:18][c:19]([N:22]4[CH2:23][c:24]5[c:25]([cH:26][cH:27][cH:28][cH:29]5)[NH:30][C:31]4=[O:32])[cH:20][cH:21]3)[cH:7][cH:8][n:9][c:10]2[cH:11][c:12]1[O:13][CH3:14]. Reactants: COC(=O)C1=C(C=C(C=C1)C1=CC(=C(C=C1)C(C(C(F)(F)F)(C=1C=NC(=CC1)OC)O)C)Cl)Cl (3,3′-Dichloro-4′-[3,3,3-trifluoro-2-hydroxy-2-(6-methoxy-pyridin-3-yl)-1-methyl-propyl]-biphenyl-4-carboxylic acid methyl ester), Cl (HCl), [OH-].[Na+] (NaOH). Solvent: O1CCCC1.CO (tetrahydrofuran methanol), O1CCOCC1 (dioxane). The product is ClC=1C=C(C=CC1C(=O)O)C1=CC(=C(C=C1)C(C(C(F)(F)F)(C1=CNC(C=C1)=O)O)C)Cl (3,3′-Dichloro-4′-[3,3,3-trifluoro-2-hydroxy-1-methyl-2-(6-oxo-1,6-dihydro-pyridin-3-yl)-propyl]-biphenyl-4-carboxylic acid). As a reaction SMILES: C[O:2][C:3]([C:5]1[CH:10]=[CH:9][C:8]([C:11]2[CH:16]=[CH:15][C:14]([CH:17]([CH3:32])[C:18]([OH:31])([C:23]3[CH:24]=[N:25][C:26]([O:29]C)=[CH:27][CH:28]=3)[C:19]([F:22])([F:21])[F:20])=[C:13]([Cl:33])[CH:12]=2)=[CH:7][C:6]=1[Cl:34])=[O:4].Cl.[OH-].[Na+]>O1CCOCC1.O1CCCC1.CO>[Cl:34][C:6]1[CH:7]=[C:8]([C:11]2[CH:16]=[CH:15][C:14]([CH:17]([CH3:32])[C:18]([OH:31])([C:23]3[CH:28]=[CH:27][C:26](=[O:29])[NH:25][CH:24]=3)[C:19]([F:21])([F:20])[F:22])=[C:13]([Cl:33])[CH:12]=2)[CH:9]=[CH:10][C:5]=1[C:3]([OH:4])=[O:2] |f:2.3,5.6|. Procedure details: In analogy to Example 175, step 6, 3,3′-dichloro-4′-[3,3,3-trifluoro-2-hydroxy-2-(6-methoxy-pyridin-3-yl)-1-methyl-propyl]-biphenyl-4-carboxylic acid methyl ester (Example 178) was treated first with aqueous HCl in dioxane, followed by aqueous NaOH in tetrahydrofuran/methanol to give the title compound as a colorless solid. MS (m/e, ISP neg. ion)=484.1 [M−H+]. Reactants: ClC1=NC=C(C=C1)CC(=O)C1=CC(=CC(=C1)C)OC (2-(2-chloropyridin-5-yl)-1-(3-methoxy-5-methylphenyl)ethanone), COC(N(C)C)OC (N,N-dimethylformamide dimethylacetal), O.NN (hydrazine hydrate). Reaction conditions: time 4 hour. The product is ClC1=NC=C(C=C1)C=1C(=NNC1)C1=CC(=CC(=C1)C)OC (4-(2-chloropyridin-5-yl)-3-(3-methoxy-5-methylphenyl)-1H-pyrazol). Yield: 61.9%. Reaction SMILES: [Cl:1][C:2]1[CH:7]=[CH:6][C:5]([CH2:8][C:9]([C:11]2[CH:16]=[C:15]([CH3:17])[CH:14]=[C:13]([O:18][CH3:19])[CH:12]=2)=O)=[CH:4][N:3]=1.COC(OC)[N:23]([CH3:25])C.O.[NH2:29]N>>[Cl:1][C:2]1[CH:7]=[CH:6][C:5]([C:8]2[C:9]([C:11]3[CH:16]=[C:15]([CH3:17])[CH:14]=[C:13]([O:18][CH3:19])[CH:12]=3)=[N:29][NH:23][CH:25]=2)=[CH:4][N:3]=1 |f:2.3|. Procedure details: The keto-enol compound (7.28 g, 26.5 mmol) prepared in Example 63 was refluxed for 12 hours with N,N-dimethylformamide dimethylacetal (24 mL, 204 mmol). Excess N,N-dimethylformamide dimethylacetal was removed by vacuum distillation, and the reaction mixture was dissolved in anhydrous ethanol (150 mL). To this solution was dropwise added hydrazine hydrate (2.65 g, 53 mmol), and stirred at room temperature for 4 hours. The solvent was removed by vacuum distillation. The concentrate was purified th... The reactants are BrC=1C=C(C(=O)N[C@H]([C@H](O[Si](C)(C)C(C)(C)C)[C@@H]2N(C[C@@H](C2)OCCC)C(=O)OC(C)(C)C)CC2=CC(=CC(=C2)F)F)C=C(C1)C(=O)OC ((2R,4R)-tert-butyl 2-((1S,2S)-2-(3-bromo-5-(methoxycarbonyl)benzamido)-1-(tert-butyldimethylsilyloxy)-3-(3,5-difluorophenyl)propyl)-4-propoxypyrrolidine-1-carboxylate), [Si](C)(C)(C(C)(C)C)O[C@@H]([C@H](CC1=CC(=CC(=C1)F)F)NC(C1=CC(=CC(=C1)C)C(=O)OC)=O)[C@@H]1N(C[C@@H](C1)OCCC)C(=O)OC(C)(C)C ((2R,4R)-tert-butyl 2-((1S,2S)-1-(tert-butyldimethylsilyloxy)-3-(3,5-difluorophenyl)-2-(3-(methoxycarbonyl)-5-methylbenzamido)propyl)-4-propoxypyrrolidine-1-carboxylate), N(=O)[O-].[Na+] (NaNO2), OC=1C=C(C(=O)O)C=C(C1)N1C(CCC1)=O (3-Hydroxy-5-(2-oxopyrrolidin-1-yl)benzoic acid). The solvent is Cl (HCl), CO (MeOH), O (H2O), Cl (HCl). Reaction conditions: temperature 0 celsius, time 1 hour. Yields the product [Si](C)(C)(C(C)(C)C)O[C@@H]([C@H](CC1=CC(=CC(=C1)F)F)NC(C1=CC(=CC(=C1)N1C(CCC1)=O)O)=O)[C@@H]1N(C[C@@H](C1)OCCC)C(=O)OC(C)(C)C ((2R,4R)-tert-butyl 2-((1S,2S)-1-(tert-butyldimethylsilyloxy)-3-(3,5-difluorophenyl)-2-(3-hydroxy-5-(2-oxopyrrolidin-1-yl)benzamido)propyl)-4-propoxypyrrolidine-1-carboxylate). RXN SMILES: [Si:1]([O:8][C@H:9]([C@H:34]1[CH2:38][C@@H:37]([O:39][CH2:40][CH2:41][CH3:42])[CH2:36][N:35]1[C:43]([O:45][C:46]([CH3:49])([CH3:48])[CH3:47])=[O:44])[C@@H:10]([NH:20]C(=O)C1C=C(C)C=C(C(OC)=O)C=1)[CH2:11][C:12]1[CH:17]=[C:16]([F:18])[CH:15]=[C:14]([F:19])[CH:13]=1)([C:4]([CH3:7])([CH3:6])[CH3:5])([CH3:3])[CH3:2].[OH:50][C:51]1[CH:52]=[C:53]([CH:57]=[C:58]([N:60]2[CH2:64][CH2:63][CH2:62][C:61]2=[O:65])[CH:59]=1)[C:54]([OH:56])=O.BrC1C=C(C=C(C(OC)=O)C=1)C(N[C@@H](CC1C=C(F)C=C(F)C=1)[C@@H]([C@H]1C[C@@H](OCCC)CN1C(OC(C)(C)C)=O)O[Si](C(C)(C)C)(C)C)=O.N([O-])=O.[Na+]>Cl.O.CO>[Si:1]([O:8][C@H:9]([C@H:34]1[CH2:38][C@@H:37]([O:39][CH2:40][CH2:41][CH3:42])[CH2:36][N:35]1[C:43]([O:45][C:46]([CH3:47])([CH3:49])[CH3:48])=[O:44])[C@@H:10]([NH:20][C:54](=[O:56])[C:53]1[CH:57]=[C:58]([N:60]2[CH2:64][CH2:63][CH2:62][C:61]2=[O:65])[CH:59]=[C:51]([OH:50])[CH:52]=1)[CH2:11][C:12]1[CH:17]=[C:16]([F:18])[CH:15]=[C:14]([F:19])[CH:13]=1)([C:4]([CH3:7])([CH3:5])[CH3:6])([CH3:3])[CH3:2] |f:3.4|. Procedure: Step I (4): 3-Hydroxy-5-(2-oxopyrrolidin-1-yl)benzoic acid. To a solution of 3-amino-5-(2-oxopyrrolidin-1-yl)benzoic acid (Step I (3), 140 mg, 0.63 mmol) in 2N HCl (2 mL) were added MeOH (2 mL) followed by NaNO2 (88 mg, 1.26 mmol) in portions at −10° C. After the mixture was warmed up to 0° C., H2O (3 mL) was added to the above mixture and the mixture was stirred at 95° C. for 1 h. 0.1N HCl (30 mL) was added and the mixture was extracted with ethyl acetate (50 mL) three times. The combined organ... The reactants are C(C1=CC=CC=C1)N(CC(CCC1=CC=CC=C1)=O)C (1-(Benzyl-methyl-amino)-4-phenyl-butan-2-one), ketone, [C-]#N.[Na+] (NaCN), [NH4+].[Cl-] (NH4Cl). Run in N (NH3), CO (MeOH), C(Cl)Cl (CH2Cl2), CO (MeOH), CO (MeOH), N (NH3). Yields the product NC(C#N)(CCC1=CC=CC=C1)CN(C)CC1=CC=CC=C1 (2-Amino-2-[(benzyl-methyl-amino)-methyl]-4-phenyl-butyronitrile). RXN SMILES: [CH2:1]([N:8]([CH3:20])[CH2:9][C:10](=O)[CH2:11][CH2:12][C:13]1[CH:18]=[CH:17][CH:16]=[CH:15][CH:14]=1)[C:2]1[CH:7]=[CH:6][CH:5]=[CH:4][CH:3]=1.[C-:21]#[N:22].[Na+].[NH4+:24].[Cl-]>N.CO.C(Cl)Cl>[NH2:24][C:10]([CH2:9][N:8]([CH2:1][C:2]1[CH:7]=[CH:6][CH:5]=[CH:4][CH:3]=1)[CH3:20])([CH2:11][CH2:12][C:13]1[CH:18]=[CH:17][CH:16]=[CH:15][CH:14]=1)[C:21]#[N:22] |f:1.2,3.4|. Procedure: 1-(Benzyl-methyl-amino)-4-phenyl-butan-2-one (2.4 g, 9.0 mmol, 1.0 equiv) was mixed in 36 mL of 2.0 M NH3 in MeOH. To the solution was added NaCN (0.484 g, 9.9 mmol, 1.1 equiv) and NH4Cl (0.528 g, 9.9 mmol, 1.1 equiv). The resulting mixture was refluxed for 2 h at which time an addition 15 mL of 2.0 M NH3 in MeOH was added and the mixture was refluxed another 4 h. Though TLC (5% MeOH in CH2Cl2) still showed the presence of the ketone, the reaction was cooled and filtered. The filtrate was concen... The reactants are BrC1=C(C(=NN(C1=O)CC(=O)NCC1=CC=NC=C1)[N+](=O)[O-])N[C@H]1[C@@H]([C@@H]2C([C@H](C1)C2)(C)C)C (2-[5-Bromo-3-nitro-6-oxo-4-{[(1R,2R,3R,5S)-2,6,6-trimethylbicyclo[3.1.1]hept-3-yl]amino}pyridazin-1(6H)-yl]-N-(pyridin-4-ylmethyl)acetamide), [H][H] (hydrogen). Reagents/catalysts: [C].[Pd] (palladium-carbon). The solvent is CO (methanol). Yields the product NC1=NN(C(C=C1N[C@H]1[C@@H]([C@@H]2C([C@H](C1)C2)(C)C)C)=O)CC(=O)NCC2=CC=NC=C2 (2-[3-Amino-6-oxo-4-{[(1R,2R,3R,5S)-2,6,6-trimethylbicyclo[3.1.1]hept-3-yl]amino}pyridazin-1(6H)-yl]-N-(pyridin-4-ylmethyl)acetamide). The yield is 17.3%. Reaction SMILES: Br[C:2]1[C:7](=[O:8])[N:6]([CH2:9][C:10]([NH:12][CH2:13][C:14]2[CH:19]=[CH:18][N:17]=[CH:16][CH:15]=2)=[O:11])[N:5]=[C:4]([N+:20]([O-])=O)[C:3]=1[NH:23][C@@H:24]1[CH2:29][C@@H:28]2[CH2:30][C@@H:26]([C:27]2([CH3:32])[CH3:31])[C@H:25]1[CH3:33].[H][H]>CO.[C].[Pd]>[NH2:20][C:4]1[C:3]([NH:23][C@@H:24]2[CH2:29][C@@H:28]3[CH2:30][C@@H:26]([C:27]3([CH3:31])[CH3:32])[C@H:25]2[CH3:33])=[CH:2][C:7](=[O:8])[N:6]([CH2:9][C:10]([NH:12][CH2:13][C:14]2[CH:15]=[CH:16][N:17]=[CH:18][CH:19]=2)=[O:11])[N:5]=1 |f:3.4|. Procedure details: 2-[5-Bromo-3-nitro-6-oxo-4-{[(1R,2R,3R,5S)-2,6,6-trimethylbicyclo[3.1.1]hept-3-yl]amino}pyridazin-1(6H)-yl]-N-(pyridin-4-ylmethyl)acetamide (11 mg, 0.0211 mmol) in methanol (1 mL) was stirred with 10 mass % palladium-carbon (about 5 mg) in a hydrogen atmosphere at room temperature for 2.5 hours. The reaction solution was filtered through celite and evaporated under reduced pressure. The resulting residue was purified by silica gel column chromatography (chloroform/methanol=10/1) to give the desi...